From a dataset of the Open Reaction Database (ORD), a public repository of structured organic reaction records. describe an organic reaction: reactants, conditions, products, and yield The reactants are CCCCCC#CCC#CCC#CCC#CCO, O, BrP(Br)Br, c1ccncc1. Product: CCCCCC#CCC#CCC#CCC#CCBr. As a reaction SMILES: [CH2:1]([C:2]#[C:3][CH2:4][C:5]#[C:6][CH2:7][C:8]#[C:9][CH2:10][C:11]#[C:12][CH2:13][CH2:14][CH2:15][CH2:16][CH3:17])[OH:18].[OH2:29].[P:19]([Br:20])([Br:21])[Br:22].[cH:23]1[cH:24][cH:25][n:26][cH:27][cH:28]1>>[CH2:1]([C:2]#[C:3][CH2:4][C:5]#[C:6][CH2:7][C:8]#[C:9][CH2:10][C:11]#[C:12][CH2:13][CH2:14][CH2:15][CH2:16][CH3:17])[Br:20]. Starting materials: ClC(C)(CCC(C)(C)Cl)C (2,5-dichloro-2,5-dimethylhexane), CC1=C(C=CC=C1)O (2-methylphenol), [Cl-].[Al+3].[Cl-].[Cl-] (aluminum chloride). The solvent is ClCCl (dichloromethane). Yields the product CC=1C(=CC=2C(CCC(C2C1)(C)C)(C)C)O (3,5,5,8,8-pentamethyl-5,6,7,8-tetrahydro-2-naphthol). RXN SMILES: Cl[C:2]([CH3:10])([CH2:4][CH2:5][C:6](Cl)([CH3:8])[CH3:7])[CH3:3].[CH3:11][C:12]1[CH:17]=[CH:16][CH:15]=[CH:14][C:13]=1[OH:18].[Cl-].[Al+3].[Cl-].[Cl-]>ClCCl>[CH3:11][C:12]1[C:13]([OH:18])=[CH:14][C:15]2[C:2]([CH3:10])([CH3:3])[CH2:4][CH2:5][C:6]([CH3:8])([CH3:7])[C:16]=2[CH:17]=1 |f:2.3.4.5|. Procedure details: 50.8 g (0.27 mol) of 2,5-dichloro-2,5-dimethylhexane, 30 g (0.27 mol) of 2-methylphenol and 500 ml of dichloromethane were introduced into a three-necked flask. 14.8 g (0.11 mol) of aluminum chloride were added in small amounts at 0° C. and the entire contents were stirred at room temperature for twelve hours. The reaction medium was poured into ice-cold water, extracted with dichloromethane, the organic phase decanted off, washed with sodium bicarbonate, dried over magnesium sulfate and evapora...